From a dataset of the Open Reaction Database (ORD), a public repository of structured organic reaction records. describe an organic reaction: reactants, conditions, products, and yield Starting materials: COC(CC=1C=C(C(=CC1)OC)C1=C(C=C(C=C1)C(F)(F)F)C=O)=O ((2′-formyl-6-methoxy-4′-trifluoromethyl-biphenyl-3-yl)-acetic acid methyl ester), C1(CCCC1)N (cyclopentylamine), C(C)(=O)Cl (acetyl chloride). Product: C(C)(=O)N(C1CCCC1)CC1=C(C=CC(=C1)C(F)(F)F)C1=CC(=CC=C1OC)CC(=O)O ({2′-[(Acetyl-cyclopentyl-amino)-methyl]-6-methoxy-4′-trifluoromethyl-biphenyl-3-yl}-acetic acid). Reaction SMILES: C[O:2][C:3](=[O:25])[CH2:4][C:5]1[CH:6]=[C:7]([C:13]2[CH:18]=[CH:17][C:16]([C:19]([F:22])([F:21])[F:20])=[CH:15][C:14]=2[CH:23]=O)[C:8]([O:11][CH3:12])=[CH:9][CH:10]=1.[CH:26]1([NH2:31])[CH2:30][CH2:29][CH2:28][CH2:27]1.[C:32](Cl)(=[O:34])[CH3:33]>>[C:32]([N:31]([CH2:23][C:14]1[CH:15]=[C:16]([C:19]([F:22])([F:21])[F:20])[CH:17]=[CH:18][C:13]=1[C:7]1[C:8]([O:11][CH3:12])=[CH:9][CH:10]=[C:5]([CH2:4][C:3]([OH:25])=[O:2])[CH:6]=1)[CH:26]1[CH2:30][CH2:29][CH2:28][CH2:27]1)(=[O:34])[CH3:33]. Procedure details: {2′-[(Acetyl-cyclopentyl-amino)-methyl]-6-methoxy-4′-trifluoromethyl-biphenyl-3-yl}-acetic acid (Compound 1-31) was prepared according to the procedures outlined in Example 1 by using the following materials: (2′-formyl-6-methoxy-4′-trifluoromethyl-biphenyl-3-yl)-acetic acid methyl ester, cyclopentylamine and acetyl chloride. Reactants: C(C)(=O)C1=C2CCN3C(C2=CC=C1)=CC(=NCC3=O)C3=NN(C=C3)C (9-acetyl-2-(1-methyl-1H-pyrazol-3-yl)-7,8-dihydro-[1,4]diazepino[7,1-a]isoquinolin-5(4H)-one), IC1=C2CCN3C(C2=CC=C1)=CC(=NCC3=O)C3=NN(C=C3)C (9-iodo-2-(1-methyl-1H-pyrazol-3-yl)-7,8-dihydro-[1,4]diazepino[7,1-a]isoquinolin-5(4H)-one), C(CCC)[Sn](C(=C)OCC)(CCCC)CCCC (tributyl(1-ethoxyvinyl)stannane), aq. solution, Cl (HCl). Reagents/catalysts: C=1C=CC(=CC1)[P](C=2C=CC=CC2)(C=3C=CC=CC3)[Pd]([P](C=4C=CC=CC4)(C=5C=CC=CC5)C=6C=CC=CC6)([P](C=7C=CC=CC7)(C=8C=CC=CC8)C=9C=CC=CC9)[P](C=1C=CC=CC1)(C=1C=CC=CC1)C=1C=CC=CC1 (Pd(PPh3)4). Solvent: CCOC(=O)C (AcOEt), O1CCOCC1 (1,4-dioxane), C1CCOC1 (THF), CCOCC (Et2O). Reaction conditions: temperature 140 celsius, time 90 minute. The product is COC(C)C1=C2CCN3C(C2=CC=C1)=CC(=NCC3=O)C3=NN(C=C3)C (9-(1-methoxyethyl)-2-(1-methyl-1H-pyrazol-3-yl)-7,8-dihydro-[1,4]diazepino[7,1-a]isoquinolin-5(4H)-one). Reaction SMILES: [C:1]([C:4]1[CH:13]=[CH:12][CH:11]=[C:10]2[C:5]=1[CH2:6][CH2:7][N:8]1[C:18](=[O:19])[CH2:17][N:16]=[C:15]([C:20]3[CH:24]=[CH:23][N:22]([CH3:25])[N:21]=3)[CH:14]=[C:9]12)(=[O:3])[CH3:2].I[C:27]1C=CC=C2C=1CCN1C(=O)CN=C(C3C=CN(C)N=3)C=C12.C([Sn](CCCC)(CCCC)C(OCC)=C)CCC.Cl>O1CCOCC1.C1COCC1.CCOC(C)=O.CCOCC.C1C=CC([P]([Pd]([P](C2C=CC=CC=2)(C2C=CC=CC=2)C2C=CC=CC=2)([P](C2C=CC=CC=2)(C2C=CC=CC=2)C2C=CC=CC=2)[P](C2C=CC=CC=2)(C2C=CC=CC=2)C2C=CC=CC=2)(C2C=CC=CC=2)C2C=CC=CC=2)=CC=1>[CH3:27][O:3][CH:1]([C:4]1[CH:13]=[CH:12][CH:11]=[C:10]2[C:5]=1[CH2:6][CH2:7][N:8]1[C:18](=[O:19])[CH2:17][N:16]=[C:15]([C:20]3[CH:24]=[CH:23][N:22]([CH3:25])[N:21]=3)[CH:14]=[C:9]12)[CH3:2] |^1:93,95,114,133|. Procedure details: 9-acetyl-2-(1-methyl-1H-pyrazol-3-yl)-7,8-dihydro-[1,4]diazepino[7,1-a]isoquinolin-5(4H)-one. 47-1. A mixture of 9-iodo-2-(1-methyl-1H-pyrazol-3-yl)-7,8-dihydro-[1,4]diazepino[7,1-a]isoquinolin-5(4H)-one (Example 31) (2.0 g, 4.78 mmol), tributyl(1-ethoxyvinyl)stannane (2.02 mL, 5.98 mmol) and Pd(PPh3)4 (276 mg, 0.24 mmol) in 1,4-dioxane (15 mL) was heated to 140° C. for 90 min. The mixture was then filtered and concentrated in vacuo and the residue obtained was purified by flash chromatography (...